Dataset: the Open Reaction Database (ORD), a public repository of structured organic reaction records. Task: describe an organic reaction: reactants, conditions, products, and yield The reactants are C(C1=CC=CC=C1)O (benzyl alcohol), C1(=CC=CC=C1)CC(=O)O (phenylacetic acid), C(CCC)N(CCCC)CCCC (tri-n-butylamine), [I-].BrC1=[N+](C=CC=C1)C (2-bromo-1-methylpyridinium iodide). Run in C(Cl)Cl (CH2Cl2), C(Cl)Cl (CH2Cl2). Product: C1(=CC=CC=C1)CC(=O)OCC1=CC=CC=C1 (benzyl phenylacetate). Isolated yield 97.0%. RXN SMILES: [I-].BrC1C=CC=C[N+]=1C.[CH2:10]([OH:17])[C:11]1[CH:16]=[CH:15][CH:14]=[CH:13][CH:12]=1.[C:18]1([CH2:24][C:25](O)=[O:26])[CH:23]=[CH:22][CH:21]=[CH:20][CH:19]=1.C(N(CCCC)CCCC)CCC>C(Cl)Cl>[C:18]1([CH2:24][C:25]([O:17][CH2:10][C:11]2[CH:16]=[CH:15][CH:14]=[CH:13][CH:12]=2)=[O:26])[CH:23]=[CH:22][CH:21]=[CH:20][CH:19]=1 |f:0.1|. Procedure: To a suspended CH2Cl2 (2 ml) solution of 2-bromo-1-methylpyridinium iodide (720 mg, 2.4 mmol) was added a mixture of benzyl alcohol (216 mg, 2.0 mmol), phenylacetic acid (272 mg, 2.0 mmol) and tri-n-butylamine (888 mg, 4.8 mmol) in CH2Cl2 (2 ml), and the resulting mixture was refluxed for 3 hours. After evaporation of the solvent, the residue was separated by silica gel column chromatography, and benzyl phenylacetate was isolated in 97% yield. Reactants: CNC(=O)Oc1ccc([N+](=O)[O-])cc1, CCN(C(C)C)C(C)C, NNC(=O)c1ccc(Cl)cc1, ClCCl. Yields the product CNC(=O)NNC(=O)c1ccc(Cl)cc1. RXN SMILES: [CH3:1][NH:2][C:3]([O:4][c:6]1[cH:7][cH:8][c:9]([N+:10]([O-:11])=[O:12])[cH:13][cH:14]1)=[O:5].[CH:15]([N:16]([CH2:17][CH3:18])[CH:19]([CH3:20])[CH3:21])([CH3:22])[CH3:23].[Cl:24][c:25]1[cH:26][cH:27][c:28]([C:29](=[O:30])[NH:31][NH2:32])[cH:33][cH:34]1.[Cl:35][CH2:36][Cl:37]>>[CH3:1][NH:2][C:3](=[O:4])[NH:32][NH:31][C:29]([c:28]1[cH:27][cH:26][c:25]([Cl:24])[cH:34][cH:33]1)=[O:30]. The reactants are CCO, COc1ccc(C#CCCCO)cc1, [H][H]. Yields the product COc1ccc(CCCCCO)cc1. Reaction SMILES: [CH3:17][CH2:18][OH:19].[CH3:1][O:2][c:3]1[cH:4][cH:5][c:6]([C:9]#[C:10][CH2:11][CH2:12][CH2:13][OH:14])[cH:7][cH:8]1.[H:15][H:16]>>[CH3:1][O:2][c:3]1[cH:4][cH:5][c:6]([CH2:9][CH2:10][CH2:11][CH2:12][CH2:13][OH:14])[cH:7][cH:8]1. Reactants: CCO, O=S(=O)(O)O, O=C(O)c1ccnc(C=Cc2ccc(-c3ccccc3)cc2)c1. Yields the product CCOC(=O)c1ccnc(C=Cc2ccc(-c3ccccc3)cc2)c1. RXN SMILES: [CH2:24]([CH3:25])[OH:26].[S:27](=[O:28])(=[O:29])([OH:30])[OH:31].[c:1]1(-[c:7]2[cH:8][cH:9][c:10]([CH:13]=[CH:14][c:15]3[n:16][cH:17][cH:18][c:19]([C:21](=[O:22])[OH:23])[cH:20]3)[cH:11][cH:12]2)[cH:2][cH:3][cH:4][cH:5][cH:6]1>>[c:1]1(-[c:7]2[cH:8][cH:9][c:10]([CH:13]=[CH:14][c:15]3[n:16][cH:17][cH:18][c:19]([C:21](=[O:22])[O:23][CH2:24][CH3:25])[cH:20]3)[cH:11][cH:12]2)[cH:2][cH:3][cH:4][cH:5][cH:6]1. The reactants are 4-[2-(Methylamino)ethyl]methanesulphonanilide, ClCC1=NC2=CC=C(C=C2C=C1)NS(=O)(=O)C (2-chloromethyl-6-methanesulphonamidoquinoline), C(C)O (ethanol). Yields the product CS(=O)(=O)NC=1C=C2C=CC(=NC2=CC1)CN(C)CCC1=CC=C(C=C1)NS(=O)(=O)C (N-(6-Methanesulphonamido-2-quinolylmethyl)-N-methyl-4-methanesulphonamidophenethylamine). As a reaction SMILES: Cl[CH2:2][C:3]1[CH:12]=[CH:11][C:10]2[C:5](=[CH:6][CH:7]=[C:8]([NH:13][S:14]([CH3:17])(=[O:16])=[O:15])[CH:9]=2)[N:4]=1.[CH2:18](O)[CH3:19]>>[CH3:17][S:14]([NH:13][C:8]1[CH:9]=[C:10]2[C:5](=[CH:6][CH:7]=1)[N:4]=[C:3]([CH2:2][N:4]([CH2:3][CH2:2][C:19]1[CH:18]=[CH:9][C:8]([NH:13][S:14]([CH3:17])(=[O:16])=[O:15])=[CH:7][CH:6]=1)[CH3:5])[CH:12]=[CH:11]2)(=[O:16])=[O:15]. Procedure: 4-[2-(Methylamino)ethyl]methanesulphonanilide (0.228 g, 1 mmol - see Preparation 14(B)) and 2-chloromethyl-6-methanesulphonamidoquinoline (0.135 g, 0.5 mmol - see Preparation 12(D)) were heated in ethanol solution (5 ml) at reflux for 4 hours. The solvent was then evaporated in vacuo and the residue dissolved in methylene chloride, washed with water, dried (MgSO4), filtered and evaporated in vacuo. The resulting gum was purified by column chromatography on silica eluting with methylene chloride ...